This data is from the Open Reaction Database (ORD), a public repository of structured organic reaction records. The task is: describe an organic reaction: reactants, conditions, products, and yield The reactants are [Si](C)(C)(C(C)(C)C)O[C@@H]1C[C@H](N(C1)C(=O)OC(C)(C)C)C(=O)OC (1-tert-Butyl 2-methyl (2S,4R)-4-{[tert-butyl(dimethyl)silyl]-oxy}pyrrolidine-1,2-dicarboxylate), [H-].C(C(C)C)[Al+]CC(C)C (Diisobutylaluminum hydride). Run in C1CCOC1 (THF), C(C)(=O)OCC (ethyl acetate), C(=O)([O-])C(O)C(O)C(=O)[O-].[K+].[Na+] (sodium potassium tartrate). Conditions: temperature -78 celsius. Product: [Si](C)(C)(C(C)(C)C)O[C@@H]1C[C@H](N(C1)C(=O)OC(C)(C)C)CO (tert-Butyl (2S,4R)-4-{[tert-Butyl(dimethyl)silyl]oxy}-2-(hydroxymethyl)-pyrrolidine-1-carboxylate). Yield: 106.5%. RXN SMILES: [Si:1]([O:8][C@H:9]1[CH2:13][N:12]([C:14]([O:16][C:17]([CH3:20])([CH3:19])[CH3:18])=[O:15])[C@H:11]([C:21](OC)=[O:22])[CH2:10]1)([C:4]([CH3:7])([CH3:6])[CH3:5])([CH3:3])[CH3:2].[H-].C([Al+]CC(C)C)C(C)C>C1COCC1.C(OCC)(=O)C.C(C(C(C([O-])=O)O)O)([O-])=O.[K+].[Na+]>[Si:1]([O:8][C@H:9]1[CH2:13][N:12]([C:14]([O:16][C:17]([CH3:20])([CH3:19])[CH3:18])=[O:15])[C@H:11]([CH2:21][OH:22])[CH2:10]1)([C:4]([CH3:7])([CH3:6])[CH3:5])([CH3:3])[CH3:2] |f:1.2,5.6.7|. Reported procedure: 1-tert-Butyl 2-methyl (2S,4R)-4-{[tert-butyl(dimethyl)silyl]-oxy}pyrrolidine-1,2-dicarboxylate (5.00 g, 13.91 mmol) was dissolved in dry THF (50 mL) under nitrogen and cooled to −78° C. Diisobutylaluminum hydride solution (31.0 mL, 31.0 mmol, 1.0 M in toluene) was added dropwise over 30 minutes. After stirring for ten minutes, the mixture was slowly warmed to room temperature at which point TLC indicated complete conversion. The mixture was diluted with ethyl acetate (200 mL) and saturated aqueo... The reactants are NC(CS)C (2(R,S)-aminopropanethiol), ClC=1SC(=CC1C(=O)OCC)S(N)(=O)=O (ethyl 2-chloro-5-sulfamoylthiophene-3-carboxylate), CC(C)([O-])C.[K+] (potassium tert-butoxide). The solvent is C(C)O (ethanol). Run at time 24 hour. Yields the product CC1CSC2=C(C(N1)=O)C=C(S2)S(N)(=O)=O (3(R,S)-methyl-7-sulfamoyl-3,4-dihydrothieno[3,2-f]-1,4-thiazepin-5(2H)-one). Isolated yield 72.5%. RXN SMILES: CC(C)([O-])C.[K+].[NH2:7][CH:8]([CH3:11])[CH2:9][SH:10].Cl[C:13]1[S:14][C:15]([S:23](=[O:26])(=[O:25])[NH2:24])=[CH:16][C:17]=1[C:18](OCC)=[O:19]>C(O)C>[CH3:11][CH:8]1[NH:7][C:18](=[O:19])[C:17]2[CH:16]=[C:15]([S:23](=[O:25])(=[O:26])[NH2:24])[S:14][C:13]=2[S:10][CH2:9]1 |f:0.1|. Reported procedure: To a mixture of potassium tert-butoxide (8.56 g, 0.076 mol) in ethanol (75 mL) was added 2(R,S)-aminopropanethiol (3.1 g, 0.0246 mol) and ethyl 2-chloro-5-sulfamoylthiophene-3-carboxylate (5.98 g, 0.022 mol). The mixture was heated at reflux for 24 hours, and then allowed to stand at room temperature for 24 hours. Following removal of most of the solvent by vacuum concentration, the mixture was acidified to pH 3 with dilute hydrochloric acid. The resulting solids were removed by filtration and d...